From a dataset of the Open Reaction Database (ORD), a public repository of structured organic reaction records. describe an organic reaction: reactants, conditions, products, and yield Reactants: C(C)OC(=O)C1(CCN(CC1)S(=O)(=O)CC(C)C)CCOC (4-(2-methoxy-ethyl)-1-(2-methyl-propane-1-sulfonyl)-piperidine-4-carboxylic acid ethyl ester), [Cl-].C[Al+]C (dimethylaluminium chloride), FC(OC1=CC=C(N)C=C1)(F)F (4-(trifluoromethoxy)-aniline). Run in CCCCCCC (heptane). The product is CC(CS(=O)(=O)N1CCC2(CCN(C2=O)C2=CC=C(C=C2)OC(F)(F)F)CC1)C (8-(2-methyl-propane-1-sulfonyl)-2-(4-trifluoromethoxy-phenyl)-2,8-diaza-spiro[4.5]decan-1-one). Isolated yield 77.2%. As a reaction SMILES: C(O[C:4]([C:6]1([CH2:19][CH2:20]OC)[CH2:11][CH2:10][N:9]([S:12]([CH2:15][CH:16]([CH3:18])[CH3:17])(=[O:14])=[O:13])[CH2:8][CH2:7]1)=[O:5])C.[Cl-].C[Al+]C.[F:27][C:28]([F:38])([F:37])[O:29][C:30]1[CH:36]=[CH:35][C:33]([NH2:34])=[CH:32][CH:31]=1>CCCCCCC>[CH3:18][CH:16]([CH3:17])[CH2:15][S:12]([N:9]1[CH2:8][CH2:7][C:6]2([C:4](=[O:5])[N:34]([C:33]3[CH:35]=[CH:36][C:30]([O:29][C:28]([F:27])([F:37])[F:38])=[CH:31][CH:32]=3)[CH2:20][CH2:19]2)[CH2:11][CH2:10]1)(=[O:13])=[O:14] |f:1.2|. Procedure: This material was prepared in analogy to example 1 step D) 4-(2-methoxy-ethyl)-1-(2-methyl-propane-1-sulfonyl)-piperidine-4-carboxylic acid ethyl ester (0.134 g), dimethylaluminium chloride in heptane (1.0 molar, 1.2 ml) and 4-(trifluoromethoxy)-aniline (0.106 g) to give the desired 8-(2-methyl-propane-1-sulfonyl)-2-(4-trifluoromethoxy-phenyl)-2,8-diaza-spiro[4.5]decan-1-one (0.134 g) as an off-white solid. MS (ESI): 435.15 (MH+). Reactants: [B-]C#N.[Na+] (sodium cyanotrihydroborate), [OH-].[Na+] (sodium hydroxide), CN (methylamine), O=C1CCC(CC1)NC(=O)C=1C=C2C=NNC2=CC1 (N-(4-oxocyclohexyl)-1H-indazole-5-carboxamide). Run in CO (methanol), CO (methanol), C(C)(=O)O (Acetic acid). Run at time 22 hour. The product is CNC1CCC(CC1)NC(=O)C=1C=C2C=NNC2=CC1 (N-[4-(methylamino)cyclohexyl]-1H-indazole-5-carboxamide). As a reaction SMILES: O=[C:2]1[CH2:7][CH2:6][CH:5]([NH:8][C:9]([C:11]2[CH:12]=[C:13]3[C:17](=[CH:18][CH:19]=2)[NH:16][N:15]=[CH:14]3)=[O:10])[CH2:4][CH2:3]1.CN.[B-][C:23]#[N:24].[Na+].[OH-].[Na+]>CO.C(O)(=O)C>[CH3:23][NH:24][CH:2]1[CH2:7][CH2:6][CH:5]([NH:8][C:9]([C:11]2[CH:12]=[C:13]3[C:17](=[CH:18][CH:19]=2)[NH:16][N:15]=[CH:14]3)=[O:10])[CH2:4][CH2:3]1 |f:2.3,4.5|. Procedure details: Acetic acid (0.096 ml) was added to a solution of the N-(4-oxocyclohexyl)-1H-indazole-5-carboxamide (40.0 mg, 0.155 mmol) obtained in Example 160 in methanol (1.2 ml), and the resulting solution was maintained at room temperature for 30 minutes. To this solution was added a 40% aqueous methylamine solution (60.0 mg, 0.777 mmol), and the resulting mixture was maintained at room temperature for another 2 hours. Then, a solution of sodium cyanotrihydroborate (48.7 mg, 0.777 mmol) in methanol (0.6 m... The reactants are Cl.CC=1SC=C(N1)C(=O)N1CCOC2(C1)CCNCC2 ((2-Methylthiazol-4-yl)(1-oxa-4,9-diazaspiro[5.5]undecan-4-yl)methanone hydrochloride), OCC1=CC=C(OCC=O)C=C1 (2-(4-(Hydroxymethyl)phenoxy)acetaldehyde), C(C)(=O)O[BH-](OC(C)=O)OC(C)=O.[Na+] (Sodium triacetoxyborohydride). Solvent: CN1CCCC1=O (NMP), C(C)(=O)O (acetic acid), CO (methanol), CO (methanol). Reaction conditions: time 30 minute. Product: OCC1=CC=C(OCCN2CCC3(CN(CCO3)C(=O)C=3N=C(SC3)C)CC2)C=C1 ((9-(2-(4-(Hydroxymethyl)phenoxy)ethyl)-1-oxa-4,9-diazaspiro[5.5]undecan-4-yl)(2-methylthiazol-4-yl)methanone). As a reaction SMILES: Cl.[CH3:2][C:3]1[S:4][CH:5]=[C:6]([C:8]([N:10]2[CH2:15][C:14]3([CH2:20][CH2:19][NH:18][CH2:17][CH2:16]3)[O:13][CH2:12][CH2:11]2)=[O:9])[N:7]=1.[OH:21][CH2:22][C:23]1[CH:32]=[CH:31][C:26]([O:27][CH2:28][CH:29]=O)=[CH:25][CH:24]=1.C(O[BH-](OC(=O)C)OC(=O)C)(=O)C.[Na+]>CN1C(=O)CCC1.C(O)(=O)C.CO>[OH:21][CH2:22][C:23]1[CH:32]=[CH:31][C:26]([O:27][CH2:28][CH2:29][N:18]2[CH2:19][CH2:20][C:14]3([O:13][CH2:12][CH2:11][N:10]([C:8]([C:6]4[N:7]=[C:3]([CH3:2])[S:4][CH:5]=4)=[O:9])[CH2:15]3)[CH2:16][CH2:17]2)=[CH:25][CH:24]=1 |f:0.1,3.4|. Procedure details: (2-Methylthiazol-4-yl)(1-oxa-4,9-diazaspiro[5.5]undecan-4-yl)methanone hydrochloride (example 1, step f) (0.38 g) was added to a solution of 2-(4-(hydroxymethyl)phenoxy)acetaldehyde (example 1, step h) (0.17 g) in NMP (10 mL) and acetic acid (0.06 mL). The resulting mixture was stirred for 30 min then cooled in an ice bath. Sodium triacetoxyborohydride (0.32 g) was then added and the reaction allowed to warm to room temperature and stirred for 16 h. The reaction was diluted with methanol (30 mL)... Starting materials: C[Si](C)(C)CNC(=S)c1ccc(-n2cncn2)c(C#N)c1, C1CCOC1, CC(C)(C)[O-], CI, [K+], O. The product is CSC(=NC[Si](C)(C)C)c1ccc(-n2cncn2)c(C#N)c1. As a reaction SMILES: [C:1](#[N:2])[c:3]1[cH:4][c:5]([C:14]([NH:15][CH2:16][Si:17]([CH3:18])([CH3:19])[CH3:20])=[S:21])[cH:6][cH:7][c:8]1-[n:9]1[n:10][cH:11][n:12][cH:13]1.[CH2:31]1[O:32][CH2:33][CH2:34][CH2:35]1.[CH3:22][C:23]([CH3:24])([O-:25])[CH3:26].[CH3:28][I:29].[K+:27].[OH2:30]>>[C:1](#[N:2])[c:3]1[cH:4][c:5]([C:14](=[N:15][CH2:16][Si:17]([CH3:18])([CH3:19])[CH3:20])[S:21][CH3:22])[cH:6][cH:7][c:8]1-[n:9]1[n:10][cH:11][n:12][cH:13]1. The reactants are CCOC(C)=O, CNC1CCCCC1NC, CCCCCC, CN(C)C=O, [Cu]I, Ic1ccccc1, [K+], [K+], [K+], O=P([O-])([O-])[O-], c1ccc2[nH]nnc2c1. Product: c1ccc(-n2nnc3ccccc32)cc1. RXN SMILES: [C:37]([O:38][CH2:39][CH3:40])(=[O:41])[CH3:42].[CH3:25][NH:26][CH:27]1[CH2:28][CH2:29][CH2:30][CH2:31][CH:32]1[NH:33][CH3:34].[CH3:43][CH2:44][CH2:45][CH2:46][CH2:47][CH3:48].[CH3:49][N:50]([CH3:51])[CH:52]=[O:53].[Cu:35][I:36].[I:10][c:11]1[cH:12][cH:13][cH:14][cH:15][cH:16]1.[K+:22].[K+:23].[K+:24].[P:17]([O-:18])([O-:19])([O-:20])=[O:21].[nH:1]1[n:2][n:3][c:4]2[c:5]1[cH:6][cH:7][cH:8][cH:9]2>>[n:1]1(-[c:11]2[cH:12][cH:13][cH:14][cH:15][cH:16]2)[n:2][n:3][c:4]2[c:5]1[cH:6][cH:7][cH:8][cH:9]2. The reactants are C(C)(C)(C)OC(=O)NCCOC1=CC(=NC(=C1)C(=O)OCC)C(=O)OCC (diethyl 4-(2-tert-butoxycarbonylamino-ethoxy)-pyridine-2,6-dicarboxylate), Cl (hydrochloric acid). Run in O1CCOCC1 (dioxane), O1CCOCC1 (dioxane). Reaction conditions: time 20 hour. Yields the product Cl.NCCOC1=CC(=NC(=C1)C(=O)OCC)C(=O)OCC (diethyl 4-(2-amino-ethoxy)-pyridine-2,6-dicarboxylate monohydrochloride). As a reaction SMILES: C(OC([NH:8][CH2:9][CH2:10][O:11][C:12]1[CH:17]=[C:16]([C:18]([O:20][CH2:21][CH3:22])=[O:19])[N:15]=[C:14]([C:23]([O:25][CH2:26][CH3:27])=[O:24])[CH:13]=1)=O)(C)(C)C.[ClH:28]>O1CCOCC1>[ClH:28].[NH2:8][CH2:9][CH2:10][O:11][C:12]1[CH:17]=[C:16]([C:18]([O:20][CH2:21][CH3:22])=[O:19])[N:15]=[C:14]([C:23]([O:25][CH2:26][CH3:27])=[O:24])[CH:13]=1 |f:3.4|. Procedure details: To a solution of 2.64 g of diethyl 4-(2-tert-butoxycarbonylamino-ethoxy)-pyridine-2,6-dicarboxylate (described on page 101 of WO 07085930) in 27 ml of dioxane was added 20.7 ml of 4N hydrochloric acid in dioxane. The mixture was stirred for about 20 hours at room temperature and then concentrated under reduced pressure. The evaporation residue was taken up in about 70 ml of dioxane, and then concentrated again under reduced pressure. The operation was repeated 3×. The mixture was taken up in 50 ... Reactants: Cl.C(C)(C)(C)C1=CC=C(C=C1)N1CCNCCC1 (1-(4-tert-butyl-phenyl)-[1,4]diazepane hydrochloride), COC(CCCBr)=O (4-bromo-butyric acid methyl ester), C([O-])([O-])=O.[K+].[K+] (potassium carbonate), [I-].[K+] (potassium iodide), [OH-].[Li+] (lithium hydroxide). Run in C(C)#N (Acetonitrile), C(C)#N (acetonitrile), O (water). Run at temperature 100 celsius. Product: [Li+].C(C)(C)(C)C1=CC=C(C=C1)N1CCN(CCC1)CCCC(=O)[O-] (4-[4-(4-tert-butyl-phenyl)-[1,4]diazepan-1-yl]-butyric acid lithium salt). Isolated yield 193.2%. RXN SMILES: Cl.[C:2]([C:6]1[CH:11]=[CH:10][C:9]([N:12]2[CH2:18][CH2:17][CH2:16][NH:15][CH2:14][CH2:13]2)=[CH:8][CH:7]=1)([CH3:5])([CH3:4])[CH3:3].C[O:20][C:21](=[O:26])[CH2:22][CH2:23][CH2:24]Br.C(=O)([O-])[O-].[K+].[K+].[I-].[K+].[OH-].[Li+:36]>C(#N)C.O>[Li+:36].[C:2]([C:6]1[CH:7]=[CH:8][C:9]([N:12]2[CH2:18][CH2:17][CH2:16][N:15]([CH2:24][CH2:23][CH2:22][C:21]([O-:26])=[O:20])[CH2:14][CH2:13]2)=[CH:10][CH:11]=1)([CH3:5])([CH3:3])[CH3:4] |f:0.1,3.4.5,6.7,8.9,12.13|. Procedure details: A mixture of 1-(4-tert-butyl-phenyl)-[1,4]diazepane hydrochloride (220 mg; 0.82 mmol, prepared in accordance with Example 161), 4-bromo-butyric acid methyl ester (160 mg; 0.82 mmol), potassium carbonate (113 mg; 0.82 mmol) and potassium iodide (136 mg; 0.82 mmol) in acetonitrile (5 mL) is heated to 100° C. for 3 hours. The reaction mixture is allowed to attain room temperature and filtered. The filtrate is diluted with a solution of lithium hydroxide (59 mg; 2.46 mmol) in water (2 mL) and the re... Starting materials: COC1=CC=C(CN(C2=NC=C(C=N2)C=2C3=C(N=C(N2)N2CCOCC2)NCC3)CC3=CC=C(C=C3)OC)C=C1 (bis-(4-methoxy-benzyl)-[5-(2-morpholin-4-yl-6,7-dihydro-5H-pyrrolo[2,3-d]pyrimidin-4-yl)-pyrimidin-2-yl]-amine), ClC(=O)OCCOC (2-methoxy-ethyl chloroformate), 4-(2-bis-(4-methoxy-benzyl)-amino-pyrimidin-5-yl)-2-morpholin-4-yl-5,6-dihydro-pyrrolo[2,3-d]pyrimidine-7-carboxylic acid 2-methoxy-ethyl ester, crude product, 4-(2-bis-(4-methoxy-benzyl)-amino-pyrimidin-5-yl)-2-morpholin-4-yl-5,6-dihydro-pyrrolo[2,3-d]pyrimidine-7-carboxylic acid 2-methoxy-ethyl ester. The product is COCCOC(=O)N1CCC2=C1N=C(N=C2C=2C=NC(=NC2)N)N2CCOCC2 (4-(2-amino-pyrimidin-5-yl)-2-morpholin-4-yl-5,6-dihydro-pyrrolo[2,3-d]pyrimidine-7-carboxylic acid 2-methoxy-ethyl ester). The yield is 72.0%. Reaction SMILES: COC1C=CC(C[N:8](CC2C=CC(OC)=CC=2)[C:9]2[N:14]=[CH:13][C:12]([C:15]3[C:16]4[CH2:29][CH2:28][NH:27][C:17]=4[N:18]=[C:19]([N:21]4[CH2:26][CH2:25][O:24][CH2:23][CH2:22]4)[N:20]=3)=[CH:11][N:10]=2)=CC=1.Cl[C:42]([O:44][CH2:45][CH2:46][O:47][CH3:48])=[O:43]>>[CH3:48][O:47][CH2:46][CH2:45][O:44][C:42]([N:27]1[C:17]2[N:18]=[C:19]([N:21]3[CH2:26][CH2:25][O:24][CH2:23][CH2:22]3)[N:20]=[C:15]([C:12]3[CH:11]=[N:10][C:9]([NH2:8])=[N:14][CH:13]=3)[C:16]=2[CH2:29][CH2:28]1)=[O:43]. Procedure: In the same manner as Example 1-D-01, using bis-(4-methoxy-benzyl)-[5-(2-morpholin-4-yl-6,7-dihydro-5H-pyrrolo[2,3-d]pyrimidin-4-yl)-pyrimidin-2-yl]-amine (40 mg) and 2-methoxy-ethyl chloroformate (0.021 ml) instead of acetic anhydride, a colorless oily crude product (60 mg) of 4-(2-bis-(4-methoxy-benzyl)-amino-pyrimidin-5-yl)-2-morpholin-4-yl-5,6-dihydro-pyrrolo[2,3-d]pyrimidine-7-carboxylic acid 2-methoxy-ethyl ester was obtained. The obtained colorless oily crude product (60 mg) of 4-(2-bis-(... The reactants are C1(CC1)CO (cyclopropylmethanol), [H-].[Na+] (sodium hydride), O (Water), BrC1=NC=C(C=C1)Br (2,5-dibromopyridine). Solvent: CN(C)C=O (DMF). Run at time 10 minute. Product: BrC=1C=CC(=NC1)OCC1CC1 (5-bromo-2-(cyclopropylmethoxy)pyridine). RXN SMILES: [CH:1]1([CH2:4][OH:5])[CH2:3][CH2:2]1.[H-].[Na+].Br[C:9]1[CH:14]=[CH:13][C:12]([Br:15])=[CH:11][N:10]=1.O>CN(C=O)C>[Br:15][C:12]1[CH:13]=[CH:14][C:9]([O:5][CH2:4][CH:1]2[CH2:3][CH2:2]2)=[N:10][CH:11]=1 |f:1.2|. Reported procedure: To a solution of cyclopropylmethanol (0.890 mL) in DMF (30 mL) was added sodium hydride (oil, 60%, 440 mg), and the mixture was stirred at room temperature for 10 min. To this mixture was added 2,5-dibromopyridine (2.00 g), and the mixture was stirred at 70° C. for 1 hr. Water was added to the reaction mixture, and the mixture was extracted with ethyl acetate. The organic layer was washed twice with saturated brine, and dried over anhydrous magnesium sulfate. The solvent was evaporated under red... Starting materials: C(C)(C)N=C=NC(C)C (diisopropyl carbodiimide), C1(=CC=CC=C1)CCCCC(=O)O (5-phenylvaleric acid), N,N-dimethylaminopyridine, C(C=1C(O)=CC=CC1)(=O)OCC (ethyl salicylate). Procedure: To a stirred solution of 1.07 g of 5-phenylvaleric acid and 60 mg of N,N-dimethylaminopyridine in 20 ml of dichloromethane is added 0.75 ml of ethyl salicylate, followed by 0.95 ml of diisopropyl carbodiimide. After 18 hours, the mixture is concentrated under reduced pressure, and the residue triturated with ether. The organic phase is washed with aq. sodium bicarbonate and brine, dried (magnesium sulfate), and concentrated under reduced pressure. Flash chromatography on silica with 10% ethyl ac... Run in ClCCl (dichloromethane). Run at time 18 hour. As a reaction SMILES: [C:1]1([CH2:7][CH2:8][CH2:9][CH2:10][C:11]([OH:13])=O)[CH:6]=[CH:5][CH:4]=[CH:3][CH:2]=1.[C:14]([O:23][CH2:24][CH3:25])(=[O:22])[C:15]1[C:16](=[CH:18][CH:19]=[CH:20][CH:21]=1)[OH:17].C(N=C=NC(C)C)(C)C>ClCCl>[C:1]1([CH2:7][CH2:8][CH2:9][CH2:10][C:11]([C:16]2([OH:17])[CH:18]=[CH:19][CH:20]=[CH:21][CH:15]2[C:14]([O:23][CH2:24][CH3:25])=[O:22])=[O:13])[CH:2]=[CH:3][CH:4]=[CH:5][CH:6]=1. Product: C1(=CC=CC=C1)CCCCC(=O)C1(C(C(=O)OCC)C=CC=C1)O (Ethyl 2-(5-Phenylvaleryl)salicylate).